This data is from the Open Reaction Database (ORD), a public repository of structured organic reaction records. The task is: describe an organic reaction: reactants, conditions, products, and yield Starting materials: C(C1=CC=CC=C1)OC(=O)N[C@H](C(=O)NCC(=O)OCC)CN1CCC(CC1)=C1C2=C(C=CC3=C1C=CC=C3)C=CC=C2 (ethyl α-{(S)-2-benzyloxycarbonylamino-3-[4-(5H-dibenzo[a,d]cyclohepten-5-ylidene)piperidin-1-yl]propionylamino}acetate), [OH-].[Na+] (NaOH), Cl (HCl). Run in C(C)O (ethanol). Reaction conditions: time 3 hour. The product is N[C@H](C(=O)NCC(=O)O)CN1CCC(CC1)=C1C2=C(C=CC3=C1C=CC=C3)C=CC=C2 (α-{(S)-2-Amino-3-[4-(5H-dibenzo[a,d]cyclohepten-5-ylidene)-piperidin-1-yl]propionylamino}acetic acid). Reaction SMILES: C(OC([NH:11][C@@H:12]([CH2:22][N:23]1[CH2:28][CH2:27][C:26](=[C:29]2[C:35]3[CH:36]=[CH:37][CH:38]=[CH:39][C:34]=3[CH:33]=[CH:32][C:31]3[CH:40]=[CH:41][CH:42]=[CH:43][C:30]2=3)[CH2:25][CH2:24]1)[C:13]([NH:15][CH2:16][C:17]([O:19]CC)=[O:18])=[O:14])=O)C1C=CC=CC=1.[OH-].[Na+].Cl>C(O)C>[NH2:11][C@@H:12]([CH2:22][N:23]1[CH2:24][CH2:25][C:26](=[C:29]2[C:30]3[CH:43]=[CH:42][CH:41]=[CH:40][C:31]=3[CH:32]=[CH:33][C:34]3[CH:39]=[CH:38][CH:37]=[CH:36][C:35]2=3)[CH2:27][CH2:28]1)[C:13]([NH:15][CH2:16][C:17]([OH:19])=[O:18])=[O:14] |f:1.2|. Procedure details: To a solution of ethyl α-{(S)-2-benzyloxycarbonylamino-3-[4-(5H-dibenzo[a,d]cyclohepten-5-ylidene)piperidin-1-yl]propionylamino}acetate(1 g, 1.7 mmol) in 20 ml ethanol was added 20 ml of 1N NaOH solution. The mixture was stirred at room temperature for 3 hours and acidified with conc. HCl. The mixture was stirred at room temperature for another hour. After neutrallization with NaHCO3, the white precipitate was collected by filtration and dried in vacuum. Recrystallization from methanol afforded ... Reactants: CCOC(=O)CCc1nnc2c(=O)[nH]c3cc(C(F)(F)F)ccc3n12, Cl, [Na+], [OH-]. Yields the product O=C(O)CCc1nnc2c(=O)[nH]c3cc(C(F)(F)F)ccc3n12. RXN SMILES: [CH2:1]([CH3:2])[O:3][C:4](=[O:5])[CH2:6][CH2:7][c:8]1[n:9][n:10][c:11]2[n:12]1[c:13]1[cH:14][cH:15][c:16]([C:22]([F:23])([F:24])[F:25])[cH:17][c:18]1[nH:19][c:20]2=[O:21].[ClH:26].[Na+:28].[OH-:27]>>[O:3]=[C:4]([OH:5])[CH2:6][CH2:7][c:8]1[n:9][n:10][c:11]2[n:12]1[c:13]1[cH:14][cH:15][c:16]([C:22]([F:23])([F:24])[F:25])[cH:17][c:18]1[nH:19][c:20]2=[O:21].